This data is from the Open Reaction Database (ORD), a public repository of structured organic reaction records. The task is: describe an organic reaction: reactants, conditions, products, and yield The reactants are CSCCCNc1c([N+](=O)[O-])cnc2cc(-c3ccccc3)ccc12, Cc1ccccc1. Yields the product CSCCCNc1c(N)cnc2cc(-c3ccccc3)ccc12. Reaction SMILES: [CH3:1][S:2][CH2:3][CH2:4][CH2:5][NH:6][c:7]1[c:8]([N+:23]([O-:24])=[O:25])[cH:9][n:10][c:11]2[cH:12][c:13](-[c:17]3[cH:18][cH:19][cH:20][cH:21][cH:22]3)[cH:14][cH:15][c:16]12.[CH3:26][c:27]1[cH:28][cH:29][cH:30][cH:31][cH:32]1>>[CH3:1][S:2][CH2:3][CH2:4][CH2:5][NH:6][c:7]1[c:8]([NH2:23])[cH:9][n:10][c:11]2[cH:12][c:13](-[c:17]3[cH:18][cH:19][cH:20][cH:21][cH:22]3)[cH:14][cH:15][c:16]12. Reactants: COC(=O)c1cc(CCCO)cc(C)c1OC(C)=O, CCOC(C)=O, CC(C)N(C(C)C)P(OCc1ccccc1)OCc1ccccc1, ClCCl, O=C(OO)c1cccc(Cl)c1, c1nnn[nH]1. Yields the product COC(=O)c1cc(CCCOP(=O)(OCc2ccccc2)OCc2ccccc2)cc(C)c1OC(C)=O. As a reaction SMILES: [C:30]([CH3:31])(=[O:32])[O:33][c:34]1[c:35]([C:36](=[O:37])[O:38][CH3:39])[cH:40][c:41]([CH2:45][CH2:46][CH2:47][OH:48])[cH:42][c:43]1[CH3:44].[CH3:63][CH2:64][O:65][C:66]([CH3:67])=[O:68].[CH:1]([N:2]([CH:3]([CH3:4])[CH3:22])[P:5]([O:6][CH2:7][c:8]1[cH:9][cH:10][cH:11][cH:12][cH:13]1)[O:14][CH2:15][c:16]1[cH:17][cH:18][cH:19][cH:20][cH:21]1)([CH3:23])[CH3:24].[Cl:60][CH2:61][Cl:62].[OH:49][O:50][C:51]([c:52]1[cH:53][c:54]([Cl:55])[cH:56][cH:57][cH:58]1)=[O:59].[nH:25]1[cH:26][n:27][n:28][n:29]1>>[P:5]([O:6][CH2:7][c:8]1[cH:9][cH:10][cH:11][cH:12][cH:13]1)([O:14][CH2:15][c:16]1[cH:17][cH:18][cH:19][cH:20][cH:21]1)([O:48][CH2:47][CH2:46][CH2:45][c:41]1[cH:40][c:35]([C:36](=[O:37])[O:38][CH3:39])[c:34]([O:33][C:30]([CH3:31])=[O:32])[c:43]([CH3:44])[cH:42]1)=[O:49]. Reactants: ClC1=NC(=C(C(=N1)C(=O)OCC)[N+](=O)[O-])NC1CCCC1 (Ethyl 2-chloro-6-(cyclopentylamino)-5-nitropyrimidine-4-carboxylate), ClC1=NC(=C(C(=N1)C(=O)OCC)[N+](=O)[O-])Cl (ethyl 2,6-dichloro-5-nitropyrimidine-4-carboxylate), O1CCCC1 (tetrahydrofuran), C1(CCCC1)N (cyclopentylamine), C(C)(C)N(CC)C(C)C (diisopropylethyl amine), O1CCCC1 (tetrahydrofuran). Product: C1(CCCC1)N1C2=NC(=NC(=C2NC1=O)C(=O)N)C1=CC(=CC=C1)O (9-CYCLOPENTYL-2-(3-HYDROXYPHENYL)-8-OXO-8,9-DIHYDRO-7H-PURINE-6-CARBOXAMIDE). Yield: 71.0%. As a reaction SMILES: Cl[C:2]1[N:7]=[C:6]([C:8]([O:10]CC)=O)[C:5]([N+:13]([O-])=O)=[C:4]([NH:16][CH:17]2[CH2:21][CH2:20][CH2:19][CH2:18]2)[N:3]=1.ClC1N=[C:27]([C:29]([O:31]CC)=O)[C:26]([N+]([O-])=O)=[C:25](Cl)N=1.[CH:38]1(N)[CH2:42]CCC1.C([N:47](C(C)C)CC)(C)C.[O:53]1[CH2:57]CCC1>>[CH:17]1([N:16]2[C:57](=[O:53])[NH:13][C:5]3[C:4]2=[N:3][C:2]([C:26]2[CH:25]=[CH:38][CH:42]=[C:29]([OH:31])[CH:27]=2)=[N:7][C:6]=3[C:8]([NH2:47])=[O:10])[CH2:18][CH2:19][CH2:20][CH2:21]1. Procedure: Ethyl 2-chloro-6-(cyclopentylamino)-5-nitropyrimidine-4-carboxylate. In a 250 mL round-bottomed flask was placed ethyl 2,6-dichloro-5-nitropyrimidine-4-carboxylate (1.5 g, 5.64 mmol) in tetrahydrofuran (30 mL) and the mixture was cooled down to −78° C. A solution of cyclopentylamine (0.501 mL, 5.07 mmol) and diisopropylethyl amine (0.985 mL, 5.64 mmol) in 4 mL of tetrahydrofuran was added dropwise and the reaction was allowed to warm to room temperature overnight. Solvent was removed under reduc... Starting materials: IC=1N=CN(C1)C(C1=CC=CC=C1)(C1=CC=CC=C1)C1=CC=CC=C1 (4-iodo-l-tritylimidazole), C(C)[Mg]Br (ethylmagnesium bromide), CON(C(CC1=CC=CC=C1)=O)C (N-methoxy-N-methyl-2-phenylacetamide), Intermediate 13. Solvent: ClCCl (dichloromethane), ClCCl (dichloromethane). Run at time 16 hour. Yields the product C1(=CC=CC=C1)CC(=O)C=1N=CN(C1)C(C1=CC=CC=C1)(C1=CC=CC=C1)C1=CC=CC=C1 (2-phenyl-l-(1-trityl-1H-imidazol-4-yl)ethanone), Intermediate 14. As a reaction SMILES: I[C:2]1[N:3]=[CH:4][N:5]([C:7]([C:20]2[CH:25]=[CH:24][CH:23]=[CH:22][CH:21]=2)([C:14]2[CH:19]=[CH:18][CH:17]=[CH:16][CH:15]=2)[C:8]2[CH:13]=[CH:12][CH:11]=[CH:10][CH:9]=2)[CH:6]=1.C([Mg]Br)C.CON(C)[C:33](=[O:41])[CH2:34][C:35]1[CH:40]=[CH:39][CH:38]=[CH:37][CH:36]=1>ClCCl>[C:35]1([CH2:34][C:33]([C:2]2[N:3]=[CH:4][N:5]([C:7]([C:20]3[CH:21]=[CH:22][CH:23]=[CH:24][CH:25]=3)([C:14]3[CH:15]=[CH:16][CH:17]=[CH:18][CH:19]=3)[C:8]3[CH:9]=[CH:10][CH:11]=[CH:12][CH:13]=3)[CH:6]=2)=[O:41])[CH:40]=[CH:39][CH:38]=[CH:37][CH:36]=1. Procedure details: A solution of 4-iodo-l-tritylimidazole (commercially available, 5.08 g, 13.7 mmol) in dichloromethane (100 mL) at −10° C. was treated with ethylmagnesium bromide (4.5 mL, 13.7 mmol, 3M in ether) and allowed to react for 45 m. A solution of N-methoxy-N-methyl-2-phenylacetamide, (Intermediate 13) (2.0 g, 11.2 mmol) in dichloromethane was added via syringe at −10° C. and stirred for 16 hours at room temperature. The mixture was quenched with water (50 mL) and a saturated solution of ammonium chlori... The product is CCOC(=O)C1CC1c1ccc(F)c(F)c1. Reaction SMILES: [CH3:1][C:2]([CH3:3])([O-:4])[CH3:5].[CH3:32][c:33]1[cH:34][cH:35][cH:36][cH:37][cH:38]1.[CH3:7][CH2:8][O:9][C:10](=[O:11])[CH2:12][P:13]([O:14][CH2:15][CH3:16])([O:17][CH2:18][CH3:19])=[O:20].[F:21][c:22]1[cH:23][c:24]([CH:29]2[O:30][CH2:31]2)[cH:25][cH:26][c:27]1[F:28].[Na+:6]>>[CH3:7][CH2:8][O:9][C:10](=[O:11])[CH:12]1[CH:29]([c:24]2[cH:23][c:22]([F:21])[c:27]([F:28])[cH:26][cH:25]2)[CH2:31]1. Reactants: CC(C)(C)[O-], Cc1ccccc1, CCOC(=O)CP(=O)(OCC)OCC, Fc1ccc(C2CO2)cc1F, [Na+]. Starting materials: NC(COC=1N=NC(=CC1)Cl)(C)C (3-(2-amino-2-methylpropoxy)-6-chloropyridazine), ClC1=C(OCC2CO2)C=C(C=C1)C (1-(2-chloro-5-methylphenoxy)-2,3-epoxypropane). Solvent: C(C)O (ethanol). Product: ClC1=C(OCC(CNC(COC2=CC=C(N=N2)Cl)(C)C)O)C=C(C=C1)C (1-(2-chloro-5-methylphenoxy)-3-[1,1-dimethyl-2-(3-chloro-6-pyridazinyloxy)ethylamino)-2-propanol). Yield: 62.4%. As a reaction SMILES: [NH2:1][C:2]([CH3:13])([CH3:12])[CH2:3][O:4][C:5]1[N:6]=[N:7][C:8]([Cl:11])=[CH:9][CH:10]=1.[Cl:14][C:15]1[CH:25]=[CH:24][C:23]([CH3:26])=[CH:22][C:16]=1[O:17][CH2:18][CH:19]1[O:21][CH2:20]1>C(O)C>[Cl:14][C:15]1[CH:25]=[CH:24][C:23]([CH3:26])=[CH:22][C:16]=1[O:17][CH2:18][CH:19]([OH:21])[CH2:20][NH:1][C:2]([CH3:13])([CH3:12])[CH2:3][O:4][C:5]1[N:6]=[N:7][C:8]([Cl:11])=[CH:9][CH:10]=1. Reported procedure: A solution of 4.6 g of 3-(2-amino-2-methylpropoxy)-6-chloropyridazine obtained in Example 1 (a) and 5.0 g of 1-(2-chloro-5-methylphenoxy)-2,3-epoxypropane in 50 ml of ethanol was refluxed for 4 hours. The solvent was evaporated under reduced pressure a solution of the residue in 100 ml of benzene was extracted with 30 ml of 10% hydrochloric acid. The aqueous layer was made alkaline with 10% sodium hydroxide and extracted with chloroform, and the organic layer was dried over magnesium sulfate. Th...